From a dataset of the Open Reaction Database (ORD), a public repository of structured organic reaction records. describe an organic reaction: reactants, conditions, products, and yield Reactants: COC(C1=CC(=C(C=C1)NCCS(=O)(=O)C)[N+](=O)[O-])=O (4-(2-Methanesulfonyl-ethylamino)-3-nitro-benzoic acid methyl ester), CO (methanol). Reagents/catalysts: [Pd] (Pd/C). Conditions: time 2 hour. The product is COC(=O)C1=CC2=C(N(C=N2)CCS(=O)(=O)C)C=C1 (1-(2-Methanesulfonyl-ethyl)-1H-benzoimidazole-5-carboxylic Acid Methyl Ester). As a reaction SMILES: [CH3:1][O:2][C:3](=[O:20])[C:4]1[CH:9]=[CH:8][C:7]([NH:10][CH2:11][CH2:12][S:13]([CH3:16])(=[O:15])=[O:14])=[C:6]([N+:17]([O-])=O)[CH:5]=1.[CH3:21]O>[Pd]>[CH3:1][O:2][C:3]([C:4]1[CH:9]=[CH:8][C:7]2[N:10]([CH2:11][CH2:12][S:13]([CH3:16])(=[O:15])=[O:14])[CH:21]=[N:17][C:6]=2[CH:5]=1)=[O:20]. Procedure details: 4-(2-Methanesulfonyl-ethylamino)-3-nitro-benzoic acid methyl ester (1.63 g, 5.40 mmol) was dissolved in methanol, and 10% Pd/C (150 mg) was added to it under N2 atmosphere. The reaction mixture was then hydrogenated at 1 atmospheric pressure at room temp for 2 h. It was filtered through celite and the filtrate concentrated to yield the desired product. The crude material (1.32 g, 4.85 mmol) was taken in formic acid (10 mL) and allowed to stir at 50° C. for 4 h. The reaction mass was concentrated... Starting materials: C12CN(CC2NC1)C1=NC2=CC=CC=C2N=C1 (2-(3,6-Diaza-bicyclo[3.2.0]hept-3-yl)-quinoxaline), ClC1=NC(=CC(=N1)C)C (2-chloro-4,6-dimethylpyrimidine). The product is CC1=NC(=NC(=C1)C)N1CC2CNC2C1 (3-(4,6-Dimethyl-pyrimidin-2-yl)-3,6-diaza-bicyclo[3.2.0]heptane). RXN SMILES: [CH:1]12[CH2:7][NH:6][CH:5]1[CH2:4][N:3]([C:8]1C=N[C:15]3[C:10](=[CH:11]C=[CH:13][CH:14]=3)[N:9]=1)[CH2:2]2.ClC1N=C(C)C=C(C)[N:20]=1>>[CH3:13][C:14]1[CH:15]=[C:10]([CH3:11])[N:9]=[C:8]([N:3]2[CH2:4][CH:5]3[CH:1]([CH2:7][NH:6]3)[CH2:2]2)[N:20]=1. Procedure: The title compound was prepared in a manner analogous to Intermediate 8, using 2-chloro-4,6-dimethylpyrimidine. MS (ESI) mass calcd. for C11H16N4, 204.27; m/z found 205.2 [M+H]+.